Task: describe an organic reaction: reactants, conditions, products, and yield. Dataset: the Open Reaction Database (ORD), a public repository of structured organic reaction records Reactants: C(C=C)OC(=O)N[C@@H]([C@@H](C)C(F)(F)F)C(=O)OCC (ethyl (3R)—N-[(allyloxy)carbonyl]-4,4,4-trifluorovalinate), [OH-].[Na+] (sodium hydroxide). Solvent: C1CCOC1 (THF), C(C)O (ethanol), O (water). Conditions: time 8 hour. Yields the product C(C=C)OC(=O)N[C@@H]([C@@H](C)C(F)(F)F)C(=O)O ((3R)—N-[(Allyloxy)carbonyl]-4,4,4-trifluorovaline). Reaction SMILES: [CH2:1]([O:4][C:5]([NH:7][C@H:8]([C:15]([O:17]CC)=[O:16])[C@H:9]([C:11]([F:14])([F:13])[F:12])[CH3:10])=[O:6])[CH:2]=[CH2:3].[OH-].[Na+]>C1COCC1.C(O)C.O>[CH2:1]([O:4][C:5]([NH:7][C@H:8]([C:15]([OH:17])=[O:16])[C@H:9]([C:11]([F:13])([F:14])[F:12])[CH3:10])=[O:6])[CH:2]=[CH2:3] |f:1.2|. Procedure details: 6.50 g (22.9 mmol) of ethyl (3R)—N-[(allyloxy)carbonyl]-4,4,4-trifluorovalinate (diastereomer mixture) were dissolved in a mixture of in each case 28 ml of THF, ethanol and water, and 13.77 g (344 mmol) of sodium hydroxide were added at 0° C. Ice-cooling was removed and the reaction mixture was stirred at RT overnight. The mixture was then added to water, acidified with semiconcentrated hydrochloric acid and extracted with ethyl acetate. The organic phase was washed with sat. sodium chloride sol... Reactants: CC(C)(C)OC(=O)NCC(N)C(=O)O, COc1cc2ncnc(Nc3cccc(Cl)c3F)c2cc1C=O. Yields the product COc1cc2ncnc(Nc3cccc(Cl)c3F)c2cc1CNC(CNC(=O)OC(C)(C)C)C(=O)O. As a reaction SMILES: [C:24]([CH3:25])([CH3:26])([CH3:27])[O:28][C:29](=[O:30])[NH:31][CH2:32][CH:33]([NH2:34])[C:35](=[O:36])[OH:37].[Cl:1][c:2]1[c:3]([F:23])[c:4]([NH:5][c:6]2[n:7][cH:8][n:9][c:10]3[cH:11][c:12]([O:18][CH3:19])[c:13]([CH:16]=[O:17])[cH:14][c:15]23)[cH:20][cH:21][cH:22]1>>[Cl:1][c:2]1[c:3]([F:23])[c:4]([NH:5][c:6]2[n:7][cH:8][n:9][c:10]3[cH:11][c:12]([O:18][CH3:19])[c:13]([CH2:16][NH:34][CH:33]([CH2:32][NH:31][C:29]([O:28][C:24]([CH3:25])([CH3:26])[CH3:27])=[O:30])[C:35](=[O:36])[OH:37])[cH:14][c:15]23)[cH:20][cH:21][cH:22]1. Reactants: O=C1N(C(C2=CC=CC=C12)=O)C1CCC(CC1)(C(=O)OCC)C (Ethyl 4-(1,3-dioxoisoindolin-2-yl)-1-methylcyclohexanecarboxylate), C(C=C)C1(CCC(CC1)O)C(=O)OCC (ethyl 1-allyl-4-hydroxycyclohexanecarboxylate), C(C=C)C1(CCC(CC1)O)C(=O)OCC (ethyl 1-allyl-4-hydroxycyclohexanecarboxylate). The product is C(C)OC(=O)C1(CCC(CC1)N1C(C2=CC=CC=C2C1=O)=O)CC=C (1-Allyl-4-(1,3-dioxo-1,3-dihydro-isoindol-2-yl)-cyclohexanecarboxylic acid ethyl ester). RXN SMILES: [O:1]=[C:2]1[C:10]2[C:5](=[CH:6][CH:7]=[CH:8][CH:9]=2)[C:4](=[O:11])[N:3]1[CH:12]1[CH2:17][CH2:16][C:15]([CH3:23])([C:18]([O:20][CH2:21][CH3:22])=[O:19])[CH2:14][CH2:13]1.[CH2:24](C1(C(OCC)=O)CCC(O)CC1)[CH:25]=C>>[CH2:21]([O:20][C:18]([C:15]1([CH2:23][CH:24]=[CH2:25])[CH2:16][CH2:17][CH:12]([N:3]2[C:4](=[O:11])[C:5]3[C:10](=[CH:9][CH:8]=[CH:7][CH:6]=3)[C:2]2=[O:1])[CH2:13][CH2:14]1)=[O:19])[CH3:22]. Procedure details: The title compound was prepared by a method analogous to the method used to prepare Intermediate 72 using ethyl 1-allyl-4-hydroxycyclohexanecarboxylate (Intermediate 99) as the starting material. Run at time 5 minute. Reported procedure: Methyl 3-cyclohexyl-2-(4-methoxy-2-{[(triisopropylsilyl)oxy]methyl}phenyl)-1H-indole-6-carboxylate (1 eq.) was dissolved in DMF (0.34M solution) and the solution was degassed. NaH (1.1 eq.) was added and the mixture was left stirring for 5 min. Allyl bromide (1.2 eq.) was added and stirring was continued for 5 h. All volatiles were evaporated in vacuo and the residual material was dissolved in Et2O. The solution was washed with 0.5N HCl, saturated aq. NaHCO3 solution and with brine. After drying... The solvent is CN(C)C=O (DMF). The yield is 84.0%. Reactants: [H-].[Na+] (NaH), C1(CCCCC1)C1=C(NC2=CC(=CC=C12)C(=O)OC)C1=C(C=C(C=C1)OC)CO[Si](C(C)C)(C(C)C)C(C)C (Methyl 3-cyclohexyl-2-(4-methoxy-2-{[(triisopropylsilyl)oxy]methyl}phenyl)-1H-indole-6-carboxylate), C(C=C)Br (Allyl bromide). RXN SMILES: [CH:1]1([C:7]2[C:15]3[C:10](=[CH:11][C:12]([C:16]([O:18][CH3:19])=[O:17])=[CH:13][CH:14]=3)[NH:9][C:8]=2[C:20]2[CH:25]=[CH:24][C:23]([O:26][CH3:27])=[CH:22][C:21]=2[CH2:28][O:29][Si:30]([CH:37]([CH3:39])[CH3:38])([CH:34]([CH3:36])[CH3:35])[CH:31]([CH3:33])[CH3:32])[CH2:6][CH2:5][CH2:4][CH2:3][CH2:2]1.[H-].[Na+].[CH2:42](Br)[CH:43]=[CH2:44]>CN(C=O)C>[CH2:44]([N:9]1[C:10]2[C:15](=[CH:14][CH:13]=[C:12]([C:16]([O:18][CH3:19])=[O:17])[CH:11]=2)[C:7]([CH:1]2[CH2:6][CH2:5][CH2:4][CH2:3][CH2:2]2)=[C:8]1[C:20]1[CH:25]=[CH:24][C:23]([O:26][CH3:27])=[CH:22][C:21]=1[CH2:28][O:29][Si:30]([CH:31]([CH3:32])[CH3:33])([CH:37]([CH3:39])[CH3:38])[CH:34]([CH3:36])[CH3:35])[CH:43]=[CH2:42] |f:1.2|. Product: C(C=C)N1C(=C(C2=CC=C(C=C12)C(=O)OC)C1CCCCC1)C1=C(C=C(C=C1)OC)CO[Si](C(C)C)(C(C)C)C(C)C (methyl 1-allyl-3-cyclohexyl-2-(4-methoxy-2-{[(triisopropylsilyl)oxy]methyl}phenyl)-1H-indole-6-carboxylate). The reactants are solution, C(CCC)[Li] (n-butyllithium), C(C)(=O)C=1C=C2C(N=C(NC2=CC1)CCCC)=O (6-acetyl-2-butyl-4(1H)-quinazolinone), [Br-].[PH4+] (phosphonium bromide). Reaction SMILES: [CH2:1]([Li])CCC.[Br-].[PH4+].[C:8]([C:11]1[CH:12]=[C:13]2[C:18](=[CH:19][CH:20]=1)[NH:17][C:16]([CH2:21][CH2:22][CH2:23][CH3:24])=[N:15][C:14]2=[O:25])(=O)[CH3:9]>[Br-].C[P+](C1C=CC=CC=1)(C1C=CC=CC=1)C1C=CC=CC=1.O1CCCC1>[CH2:21]([C:16]1[NH:17][C:18]2[C:13]([C:14](=[O:25])[N:15]=1)=[CH:12][C:11]([C:8]([CH3:1])=[CH2:9])=[CH:20][CH:19]=2)[CH2:22][CH2:23][CH3:24] |f:1.2,4.5|. Procedure details: To a suspension of 3.66 g of methyltriphenylphosphonium bromide in 30 ml of dry tetrahydrofuran, cooled to -78° C., is added dropwise 5.9 ml of a 1.73M solution of n-butyllithium in hexanes. Following complete addition, the reaction mixture is allowed to warm to room temperature and stirred for 15 minutes, until all the phosphonium bromide is dissolved. The reaction mixture is then recooled to -78° C. and a suspension of 6-acetyl-2-butyl-4(1H)-quinazolinone in 15 ml of dry tetrahydrofuran is add... The reagents and catalysts are [Br-].C[P+](C1=CC=CC=C1)(C1=CC=CC=C1)C1=CC=CC=C1 (methyltriphenylphosphonium bromide). Yields the product C(CCC)C=1NC2=CC=C(C=C2C(N1)=O)C(=C)C (2-Butyl-6-(1-methylethenyl)-4(1H)-quinazolinone). Run at temperature -78 celsius, time 24 hour. The solvent is hexanes, O1CCCC1 (tetrahydrofuran), O1CCCC1 (tetrahydrofuran). Yield: 38.6%. As a reaction SMILES: Cl[CH2:2][N:3]1[C:7](=[O:8])[C:6]([C:15]2[CH:20]=[CH:19][CH:18]=[CH:17][CH:16]=2)([C:9]2[CH:14]=[CH:13][CH:12]=[CH:11][CH:10]=2)[NH:5][C:4]1=[O:21].[P:22]([O-:34])([O:29][C:30]([CH3:33])([CH3:32])[CH3:31])([O:24][C:25]([CH3:28])([CH3:27])[CH3:26])=[O:23].[K+].C(=O)([O-])[O-].[K+].[K+].[I-].[K+]>C(#N)C>[O:21]=[C:4]1[NH:5][C:6]([C:15]2[CH:20]=[CH:19][CH:18]=[CH:17][CH:16]=2)([C:9]2[CH:14]=[CH:13][CH:12]=[CH:11][CH:10]=2)[C:7](=[O:8])[N:3]1[CH2:2][O:34][P:22](=[O:23])([O:24][C:25]([CH3:28])([CH3:27])[CH3:26])[O:29][C:30]([CH3:31])([CH3:32])[CH3:33] |f:1.2,3.4.5,6.7|. Product: O=C1N(C(C(N1)(C1=CC=CC=C1)C1=CC=CC=C1)=O)COP(OC(C)(C)C)(OC(C)(C)C)=O (Phosphoric Acid di-tert-butyl Ester 2,5-dioxo-4,4-diphenyl-imidazolidin-1-ylmethyl Ester). Reaction conditions: temperature 0 celsius. Reactants: ClCN1C(NC(C1=O)(C1=CC=CC=C1)C1=CC=CC=C1)=O (3-(chloromethyl)-5,5-diphenyl-2,4-imidazolidinedione), [I-].[K+] (potassium iodide), P(=O)(OC(C)(C)C)(OC(C)(C)C)[O-].[K+] (potassium di(t-butyl) phosphate), C([O-])([O-])=O.[K+].[K+] (potassium carbonate). Procedure details: 35.5 Grams of 3-(chloromethyl)-5,5-diphenyl-2,4-imidazolidinedione from Step (A), 30.7 g of potassium di(t-butyl) phosphate, 0.6 g of potassium carbonate, and 0.15 g of potassium iodide were slurried into 200 mL acetonitrile. The reaction mixture was heated at reflux for 2.5 hours. The solution was filtered to remove potassium chloride precipitate. The filtrate was cooled to 0° C. and filtered to give 22.3 g of the title compound (38.6% yield); mp 108.5° C. (d). 1H NMR (DMSO-d6): 1.3 ppm (s, 18H... Run in C(C)#N (acetonitrile).